From a dataset of the Open Reaction Database (ORD), a public repository of structured organic reaction records. describe an organic reaction: reactants, conditions, products, and yield Reactants: [Br-], N#CC1CCN(Cc2ccccc2)C1, CC[Mg+], CCOCC, CC(C)[O-], CC(C)[O-], CC(C)[O-], CC(C)[O-], FB(F)F, [Na+], C1CCOC1, [OH-], [Ti+4]. Product: NC1(C2CCN(Cc3ccccc3)C2)CC1. RXN SMILES: [Br-:15].[C:1](#[N:2])[CH:3]1[CH2:4][N:5]([CH2:8][c:9]2[cH:10][cH:11][cH:12][cH:13][cH:14]2)[CH2:6][CH2:7]1.[CH2:16]([CH3:17])[Mg+:18].[CH2:19]([O:20][CH2:21][CH3:22])[CH3:23].[CH3:35][CH:36]([CH3:37])[O-:38].[CH3:39][CH:40]([CH3:41])[O-:42].[CH3:43][CH:44]([CH3:45])[O-:46].[CH3:47][CH:48]([CH3:49])[O-:50].[F:24][B:25]([F:26])[F:27].[Na+:29].[O:30]1[CH2:31][CH2:32][CH2:33][CH2:34]1.[OH-:28].[Ti+4:51]>>[C:1]1([NH2:2])([CH:3]2[CH2:4][N:5]([CH2:8][c:9]3[cH:10][cH:11][cH:12][cH:13][cH:14]3)[CH2:6][CH2:7]2)[CH2:16][CH2:17]1. Starting materials: CC#N, ClCC1CO1, [K+], [K+], O=C([O-])[O-], O, COc1ccc2c(=O)c(-c3ccc(O)cc3)coc2c1. The product is COc1ccc2c(=O)c(-c3ccc(OCC4CO4)cc3)coc2c1. As a reaction SMILES: [CH3:32][C:33]#[N:34].[Cl:27][CH2:28][CH:29]1[CH2:30][O:31]1.[K+:21].[K+:22].[O-:23][C:24]([O-:25])=[O:26].[OH2:35].[OH:1][c:2]1[cH:3][cH:4][c:5](-[c:8]2[cH:9][o:10][c:11]3[cH:12][c:13]([O:19][CH3:20])[cH:14][cH:15][c:16]3[c:17]2=[O:18])[cH:6][cH:7]1>>[O:1]([c:2]1[cH:3][cH:4][c:5](-[c:8]2[cH:9][o:10][c:11]3[cH:12][c:13]([O:19][CH3:20])[cH:14][cH:15][c:16]3[c:17]2=[O:18])[cH:6][cH:7]1)[CH2:28][CH:29]1[CH2:30][O:31]1.